Dataset: the Open Reaction Database (ORD), a public repository of structured organic reaction records. Task: describe an organic reaction: reactants, conditions, products, and yield Reaction SMILES: [CH2:1]([S:4]([NH:7][C:8]1[CH:9]=[C:10]([CH:14]=[CH:15][CH:16]=1)[C:11](O)=[O:12])(=[O:6])=[O:5])[CH2:2][CH3:3].S(Cl)([Cl:19])=O>>[CH2:1]([S:4]([NH:7][C:8]1[CH:9]=[C:10]([CH:14]=[CH:15][CH:16]=1)[C:11]([Cl:19])=[O:12])(=[O:6])=[O:5])[CH2:2][CH3:3]. Product: C(CC)S(=O)(=O)NC=1C=C(C(=O)Cl)C=CC1 (3-(propane-1-sulfonylamino)-benzoyl chloride). Procedure: A solution of 3-(propane-1-sulfonylamino)-benzoic acid (76, 1.20 g, 4.93 mmol) in thionyl chloride was heated to reflux for 3.0 hours. Evaporation of the solvent gave compound 77 as white solid that was used for the next step. Reactants: C(CC)S(=O)(=O)NC=1C=C(C(=O)O)C=CC1 (3-(propane-1-sulfonylamino)-benzoic acid), S(=O)(Cl)Cl (thionyl chloride).